This data is from the Open Reaction Database (ORD), a public repository of structured organic reaction records. The task is: describe an organic reaction: reactants, conditions, products, and yield Reactants: COC=1C=C2C(=CC=NC2=CC1OC)OC1=CC=C(C=C1)CC(=O)O (2-[4-(6,7-dimethoxyquinolin-4-yloxy)phenyl]acetic acid), NC1=CC(=NN1CC1=CC(=C(C=C1)OC)OC)N(C)C(=O)OC(C)(C)C (5-amino-3-(N-tert-butoxycarbonyl-N-methylamino)-1-(3,4-dimethoxybenzyl)pyrazole). Product: C(C)(C)(C)OC(=O)N(C)C1=NN(C(=C1)NC(CC1=CC=C(C=C1)OC1=CC=NC2=CC(=C(C=C12)OC)OC)=O)CC1=CC(=C(C=C1)OC)OC (N-[3-(N-tert-butoxycarbonyl-N-methylamino)-1-(3,4-dimethoxybenzyl)pyrazol-5-yl]-2-[4-(6,7-dimethoxyquinolin-4-yloxy)phenyl]acetamide). The yield is 66.0%. Reaction SMILES: [CH3:1][O:2][C:3]1[CH:4]=[C:5]2[C:10](=[CH:11][C:12]=1[O:13][CH3:14])[N:9]=[CH:8][CH:7]=[C:6]2[O:15][C:16]1[CH:21]=[CH:20][C:19]([CH2:22][C:23](O)=[O:24])=[CH:18][CH:17]=1.[NH2:26][C:27]1[N:31]([CH2:32][C:33]2[CH:38]=[CH:37][C:36]([O:39][CH3:40])=[C:35]([O:41][CH3:42])[CH:34]=2)[N:30]=[C:29]([N:43]([C:45]([O:47][C:48]([CH3:51])([CH3:50])[CH3:49])=[O:46])[CH3:44])[CH:28]=1>>[C:48]([O:47][C:45]([N:43]([C:29]1[CH:28]=[C:27]([NH:26][C:23](=[O:24])[CH2:22][C:19]2[CH:18]=[CH:17][C:16]([O:15][C:6]3[C:5]4[C:10](=[CH:11][C:12]([O:13][CH3:14])=[C:3]([O:2][CH3:1])[CH:4]=4)[N:9]=[CH:8][CH:7]=3)=[CH:21][CH:20]=2)[N:31]([CH2:32][C:33]2[CH:38]=[CH:37][C:36]([O:39][CH3:40])=[C:35]([O:41][CH3:42])[CH:34]=2)[N:30]=1)[CH3:44])=[O:46])([CH3:51])([CH3:50])[CH3:49]. Reported procedure: Using an analogous procedure to that described in Example 22, 2-[4-(6,7-dimethoxyquinolin-4-yloxy)phenyl]acetic acid was reacted with 5-amino-3-(N-tert-butoxycarbonyl-N-methylamino)-1-(3,4-dimethoxybenzyl)pyrazole to give N-[3-(N-tert-butoxycarbonyl-N-methylamino)-1-(3,4-dimethoxybenzyl)pyrazol-5-yl]-2-[4-(6,7-dimethoxyquinolin-4-yloxy)phenyl]acetamide as a solid in 66% yield; 1H NMR: (DMSOd6) 1.45 (s, 9H), 3.18 (s, 3H), 3.65 (s, 3H), 3.66 (s, 3H), 3.73 (s, 2H), 3.92 (s, 3H), 3.95 (s, 3H), 5.08 ... Solvent: O (Water). Run at time 30 minute. Procedure: Salbutamol caprate and gamma-cyclodextrin were complexed by the kneading method. Salbutamol caprate (2.409 g) and gamma-cyclodextrin (7.591 g) were blended together. Water (12 mL) was added and the mixture ground together in a mortar with a pestle to form a uniform paste. Grinding was continued for 30 minutes. The paste was then dried in a vacuum oven (40° C.; 0 bar) for 48 hours. The solid mass was broken up, passed through a 60 mesh screen and returned to the vacuum oven (40° C.; 0 bar) for 12... RXN SMILES: [CH3:1][C:2]([NH:5][CH2:6][CH:7]([OH:17])[C:8]1[CH:9]=[CH:10][C:11]([OH:16])=[C:12]([CH2:14][OH:15])[CH:13]=1)([CH3:4])[CH3:3].[O-]C(CCCCCCCCC)=O.C(O)[C@H]1O[C@@H]2O[C@H]3[C@H](O)[C@@H](O)[C@@H](O[C@H]4[C@H](O)[C@@H](O)[C@@H](O[C@H]5[C@H](O)[C@@H](O)C(OC6[C@H](O)[C@@H](O)C(C7[C@H](O)[C@@H](O)C(O[C@H]8[C@H](O)[C@@H](O)[C@@H](O[C@H]9[C@H](O)[C@@H](O)[C@@H](O[C@H]1[C@H](O)[C@H]2O)O[C@@H]9CO)O[C@@H]8CO)O[C@@H]7CO)O[C@@H]6CO)O[C@@H]5CO)O[C@@H]4CO)O[C@@H]3CO>O>[CH3:4][C:2]([NH:5][CH2:6][CH:7]([OH:17])[C:8]1[CH:9]=[CH:10][C:11]([OH:16])=[C:12]([CH2:14][OH:15])[CH:13]=1)([CH3:1])[CH3:3] |f:0.1|. The product is CC(C)(C)NCC(C=1C=CC(=C(C1)CO)O)O (salbutamol). Starting materials: CC(C)(C)NCC(C=1C=CC(=C(C1)CO)O)O.[O-]C(=O)CCCCCCCCC (Salbutamol caprate), C([C@@H]1[C@@H]2[C@@H]([C@H]([C@H](O1)O[C@@H]3[C@H](O[C@@H]([C@@H]([C@H]3O)O)O[C@@H]4[C@H](O[C@@H]([C@@H]([C@H]4O)O)O[C@@H]5[C@H](OC([C@@H]([C@H]5O)O)OC6[C@H](OC([C@@H]([C@H]6O)O)C7[C@H](OC([C@@H]([C@H]7O)O)O[C@@H]8[C@H](O[C@@H]([C@@H]([C@H]8O)O)O[C@@H]9[C@H](O[C@H](O2)[C@@H]([C@H]9O)O)CO)CO)CO)CO)CO)CO)CO)O)O)O (gamma-cyclodextrin), C([C@@H]1[C@@H]2[C@@H]([C@H]([C@H](O1)O[C@@H]3[C@H](O[C@@H]([C@@H]([C@H]3O)O)O[C@@H]4[C@H](O[C@@H]([C@@H]([C@H]4O)O)O[C@@H]5[C@H](OC([C@@H]([C@H]5O)O)OC6[C@H](OC([C@@H]([C@H]6O)O)C7[C@H](OC([C@@H]([C@H]7O)O)O[C@@H]8[C@H](O[C@@H]([C@@H]([C@H]8O)O)O[C@@H]9[C@H](O[C@H](O2)[C@@H]([C@H]9O)O)CO)CO)CO)CO)CO)CO)CO)O)O)O (gamma-cyclodextrin), CC(C)(C)NCC(C=1C=CC(=C(C1)CO)O)O.[O-]C(=O)CCCCCCCCC (Salbutamol caprate). Yield: 79.2%. Run in ClCCl (dichloromethane), CO (methanol). The product is CC=1C(=NC=C(C1)C)C=O (3,5-dimethyl-pyridine-2-carboxaldehyde). Run at temperature 0 celsius, time 1.5 hour. Procedure details: In dichloromethane (15.0 ml), 2,3,5-trimethyl-pyridine (1.29 g) was dissolved. The reaction solution was cooled to 0° C. and added with meta-chloroperbenzoic acid (2.53 g), followed by stirring at room temperature for 1.5 hours. The reaction solution was added with a 1 mol/l sodium hydroxide aqueous solution and then subjected to extraction with chloroform. Subsequently, the organic layer was washed with saturated saline solution and dried with anhydrous sodium sulfate. The drying agent was filt... Reaction SMILES: [CH3:1][C:2]1[C:7]([CH3:8])=[CH:6][C:5]([CH3:9])=[CH:4][N:3]=1.ClC1C=CC=C(C(OO)=[O:18])C=1.[OH-].[Na+].C[O-].[Na+].CO>ClCCl.CO>[CH3:8][C:7]1[C:2]([CH:1]=[O:18])=[N:3][CH:4]=[C:5]([CH3:9])[CH:6]=1 |f:2.3,4.5.6|. The reactants are CC1=NC=C(C=C1C)C (2,3,5-trimethyl-pyridine), C[O-].[Na+].CO (sodium methoxide methanol), ClC1=CC(=CC=C1)C(=O)OO (meta-chloroperbenzoic acid), [OH-].[Na+] (sodium hydroxide). Starting materials: BrC=1SC(=C(N1)C(NC=1C=NN(C1[C@H]1OC[C@@H]([C@@H](CC1)NC(=O)OC(C)(C)C)F)C)=O)NC(OC(C)(C)C)=O (tert-butyl N-[2-bromo-4-[[5-[(2S,5R,6R)-5-(tert-butoxycarbonylamino)-6-fluoro-oxepan-2-yl]-1-methyl-pyrazol-4-yl]carbamoyl]thiazol-5-yl]carbamate), BrC=1SC(=C(N1)C(NC=1C=NN(C1[C@H]1OC[C@@H]([C@@H](CC1)NC(=O)OC(C)(C)C)F)C)=O)NC(OC(C)(C)C)=O (tert-butyl N-[2-bromo-4-[[5-[(2S,5R,6R)-5-(tert-butoxycarbonylamino)-6-fluoro-oxepan-2-yl]-1-methyl-pyrazol-4-yl]carbamoyl]thiazol-5-yl]carbamate), FC1=C(C=C(C=C1F)F)B(O)O ((2,3,5-trifluorophenyl)boronic acid). Yields the product NC1=C(N=C(S1)C1=C(C(=CC(=C1)F)F)F)C(=O)NC=1C=NN(C1[C@H]1OC[C@@H]([C@@H](CC1)N)F)C (5-amino-N-(5-((2S,5R,6R)-5-amino-6-fluorooxepan-2-yl)-1-methyl-1H-pyrazol-4-yl)-2-(2,3,5-trifluorophenyl)thiazole-4-carboxamide). As a reaction SMILES: Br[C:2]1[S:3][C:4]([NH:32]C(=O)OC(C)(C)C)=[C:5]([C:7](=[O:31])[NH:8][C:9]2[CH:10]=[N:11][N:12]([CH3:30])[C:13]=2[C@@H:14]2[CH2:20][CH2:19][C@@H:18]([NH:21]C(OC(C)(C)C)=O)[C@@H:17]([F:29])[CH2:16][O:15]2)[N:6]=1.[F:40][C:41]1[C:46]([F:47])=[CH:45][C:44]([F:48])=[CH:43][C:42]=1B(O)O>>[NH2:32][C:4]1[S:3][C:2]([C:42]2[CH:43]=[C:44]([F:48])[CH:45]=[C:46]([F:47])[C:41]=2[F:40])=[N:6][C:5]=1[C:7]([NH:8][C:9]1[CH:10]=[N:11][N:12]([CH3:30])[C:13]=1[C@@H:14]1[CH2:20][CH2:19][C@@H:18]([NH2:21])[C@@H:17]([F:29])[CH2:16][O:15]1)=[O:31]. Reported procedure: Following the procedure for Example 101 starting from tert-butyl N-[2-bromo-4-[[5-[(2S,5R,6R)-5-(tert-butoxycarbonylamino)-6-fluoro-oxepan-2-yl]-1-methyl-pyrazol-4-yl]carbamoyl]thiazol-5-yl]carbamate (Intermediate 88), and replacing 3,6-dihydro-2H-pyran-4-boronic acid pinacol ester with (2,3,5-trifluorophenyl)boronic acid gave 261. 1H NMR (400 MHz, DMSO-d6) δ 9.52 (s, 1H), 7.80 (d, J=9.1 Hz, 1H), 7.67 (s, 1H), 7.60 (d, J=9.5 Hz, 3H), 5.05-4.71 (m, 2H), 4.20-3.90 (m, 2H), 3.77 (s, 3H), 3.31-3.26 ...